Dataset: the Open Reaction Database (ORD), a public repository of structured organic reaction records. Task: describe an organic reaction: reactants, conditions, products, and yield Reactants: Cl.C(CCC)C=1OC2=C(C1)C=C(C=C2)N (2-Butyl-5-benzofuranamine hydrochloride), C1(=CC=CC=C1)C (toluene), C(C)(=O)OCC (Ethyl acetate), CS(=O)(=O)Cl (Methanesulfonyl chloride). Reagents/catalysts: [Cl-].C[N+](C)(C)C (tetramethylammonium chloride). Solvent: O (water). Reaction conditions: time 1 hour. The product is C(CCC)C=1OC2=C(C1)C=C(C=C2)NS(=O)(=O)C (N-(2-butyl-5-benzofuranyl)methanesulfonamide). The yield is 94.4%. RXN SMILES: [CH3:1][S:2](Cl)(=[O:4])=[O:3].Cl.[CH2:7]([C:11]1[O:12][C:13]2[CH:19]=[CH:18][C:17]([NH2:20])=[CH:16][C:14]=2[CH:15]=1)[CH2:8][CH2:9][CH3:10].C1(C)C=CC=CC=1.C(OCC)(=O)C>[Cl-].C[N+](C)(C)C.O>[CH2:7]([C:11]1[O:12][C:13]2[CH:19]=[CH:18][C:17]([NH:20][S:2]([CH3:1])(=[O:4])=[O:3])=[CH:16][C:14]=2[CH:15]=1)[CH2:8][CH2:9][CH3:10] |f:1.2,5.6|. Reported procedure: Methanesulfonyl chloride (0.92 g, 0.6 mL, 8.0 mmol) was added dropwise to a stirred boiling mixture of 2-butyl-5-benzofuranylamine hydrochloride [12a] (0.90 g, 4.0 mmol), tetramethylammonium chloride (0.11 g, 1.0 mmol) and toluene (10 mL) for 1 hour. The mixture was stirred under reflux conditions for 1 hour. Ethyl acetate (20 mL) and water (30 mL) were added to the cold mixture. The organic layer was separated and aqueous layer was extracted with ethyl acetate (2×20 mL). The combined organic la...